This data is from the Open Reaction Database (ORD), a public repository of structured organic reaction records. The task is: describe an organic reaction: reactants, conditions, products, and yield Reactants: ClC1=NC(=C2N=CN(C2=N1)C1CCCC1)Cl (2,6-dichloro-9-cyclopentylpurine), COC1=C(CN)C=CC=C1OC (2,3-dimethoxybenzylamine). The solvent is C(C)N(CC)CC (triethylamine). Product: ClC1=NC(=C2N=CN(C2=N1)C1CCCC1)NCC1=C(C(=CC=C1)OC)OC (2-Chloro-6-[(2,3-dimethoxybenzyl)amino]-9-cyclopentylpurine). Reaction SMILES: [Cl:1][C:2]1[N:10]=[C:9]2[C:5]([N:6]=[CH:7][N:8]2[CH:11]2[CH2:15][CH2:14][CH2:13][CH2:12]2)=[C:4](Cl)[N:3]=1.[CH3:17][O:18][C:19]1[C:26]([O:27][CH3:28])=[CH:25][CH:24]=[CH:23][C:20]=1[CH2:21][NH2:22]>C(N(CC)CC)C>[Cl:1][C:2]1[N:10]=[C:9]2[C:5]([N:6]=[CH:7][N:8]2[CH:11]2[CH2:15][CH2:14][CH2:13][CH2:12]2)=[C:4]([NH:22][CH2:21][C:20]2[CH:23]=[CH:24][CH:25]=[C:26]([O:27][CH3:28])[C:19]=2[O:18][CH3:17])[N:3]=1. Procedure: 2-Chloro-6-[(2,3-dimethoxybenzyl)amino]-9-cyclopentylpurine is prepared from 2,6-dichloro-9-cyclopentylpurine, 2,3-dimethoxybenzylamine, and triethylamine essentially as described above in Example 1, Scheme A, step b.